This data is from the Open Reaction Database (ORD), a public repository of structured organic reaction records. The task is: describe an organic reaction: reactants, conditions, products, and yield Reactants: ClC1=NC=NC(=C1C#CC=1C=NC(=CC1)N)C (4-chloro-6-methyl-5-(6-amino-pyridin-3-ylethynyl)-pyrimidine), C(C)(C)(C)OC(NCC1CCNCC1)=O (piperidin-4-ylmethyl-carbamic acid tert-butyl ester), CCN(C(C)C)C(C)C (DIPEA). The solvent is C(C)#N (ACN). Reaction conditions: temperature 80 celsius, time 1 hour. Product: C(C)(C)(C)OC(NCC1CCN(CC1)C1=NC=NC(=C1C#CC=1C=NC(=CC1)N)C)=O ({1-[5-(6-Amino-pyridin-3-ylethynyl)-6-methyl-pyrimidin-4-yl]-piperidin-4-ylmethyl}-carbamic acid tert-butyl ester). RXN SMILES: Cl[C:2]1[C:7]([C:8]#[C:9][C:10]2[CH:11]=[N:12][C:13]([NH2:16])=[CH:14][CH:15]=2)=[C:6]([CH3:17])[N:5]=[CH:4][N:3]=1.[C:18]([O:22][C:23](=[O:32])[NH:24][CH2:25][CH:26]1[CH2:31][CH2:30][NH:29][CH2:28][CH2:27]1)([CH3:21])([CH3:20])[CH3:19].CCN(C(C)C)C(C)C>C(#N)C>[C:18]([O:22][C:23](=[O:32])[NH:24][CH2:25][CH:26]1[CH2:27][CH2:28][N:29]([C:2]2[C:7]([C:8]#[C:9][C:10]3[CH:11]=[N:12][C:13]([NH2:16])=[CH:14][CH:15]=3)=[C:6]([CH3:17])[N:5]=[CH:4][N:3]=2)[CH2:30][CH2:31]1)([CH3:21])([CH3:19])[CH3:20]. Procedure details: The title compound is synthesized according to general procedure GP7 (method 2) starting from 2.0 g (8.17 mmol) 4-chloro-6-methyl-5-(6-amino-pyridin-3-ylethynyl)-pyrimidine and 2.33 g (9.81 mmol) piperidin-4-ylmethyl-carbamic acid tert-butyl ester using 1.82 mL (10.6 mmoL) DIPEA in 50 mL ACN. The reaction mixture is stirred for 1 h at 80° C. The solvent is removed under reduced pressure. The residue is taken up in DCM/MeOH and filtered over silica. After removal of the solvent and extractive wor... The reactants are Cl.C(CCCCCCCCCCC)SSC(N)=N (S-(n-dodecylthio)isothiourea hydrochloride), O (water), ClC1=C(C(=CC(=C1)Cl)Cl)N1NC(=CC1=O)NC1=C(C=C(C(=C1)OC)Cl)Cl (1-(2,4,6-trichlorophenyl)-3-(2,4-dichloro-5-methoxyanilino)-5-pyrazolone), C([O-])([O-])=O.[K+].[K+] (potassium carbonate). Solvent: C(C)O (ethanol), C(C)(=O)OCC (ethyl acetate), C(C)O (ethanol). Yields the product ClC1=C(C(=CC(=C1)Cl)Cl)N1N=C(C(C1=O)SCCCCCCCCCCCC)NC1=C(C=C(C(=C1)OC)Cl)Cl (1-(2,4,6-trichlorophenyl)-3-(2,4-dichloro-5-methoxyanilino)-4-dodecylthio-5-oxo-2-pyrazoline). Reaction SMILES: [Cl:1][C:2]1[CH:7]=[C:6]([Cl:8])[CH:5]=[C:4]([Cl:9])[C:3]=1[N:10]1[C:14](=[O:15])[CH:13]=[C:12]([NH:16][C:17]2[CH:22]=[C:21]([O:23][CH3:24])[C:20]([Cl:25])=[CH:19][C:18]=2[Cl:26])[NH:11]1.C(=O)([O-])[O-].[K+].[K+].Cl.[CH2:34]([S:46]SC(=N)N)[CH2:35][CH2:36][CH2:37][CH2:38][CH2:39][CH2:40][CH2:41][CH2:42][CH2:43][CH2:44][CH3:45].O>C(O)C.C(OCC)(=O)C>[Cl:9][C:4]1[CH:5]=[C:6]([Cl:8])[CH:7]=[C:2]([Cl:1])[C:3]=1[N:10]1[C:14](=[O:15])[CH:13]([S:46][CH2:34][CH2:35][CH2:36][CH2:37][CH2:38][CH2:39][CH2:40][CH2:41][CH2:42][CH2:43][CH2:44][CH3:45])[C:12]([NH:16][C:17]2[CH:22]=[C:21]([O:23][CH3:24])[C:20]([Cl:25])=[CH:19][C:18]=2[Cl:26])=[N:11]1 |f:1.2.3,4.5|. Reported procedure: 15.1 g of 1-(2,4,6-trichlorophenyl)-3-(2,4-dichloro-5-methoxyanilino)-5-pyrazolone was dissolved in 500 cc of 80% ethanol (volume ratio of ethanol to water: 4:1), and 2.5 g of potassium carbonate was added. 10.4 g of S-(n-dodecylthio)isothiourea hydrochloride dissolved in 100 cc of ethanol was dropwise added over a period of 10 minutes on a steam bath with stirring under heating, and further, the mixture was stirred under heating. After cooling with flowing water, 300 cc of ethyl acetate was add... The reactants are C(C)(C)(C)OC(=O)N1CCC(CC1)CNC1=NC(=NC=C1C(=O)OCC)Cl (ethyl 4-((1-(tert-butoxycarbonyl)piperidin-4-yl)methylamino)-2-chloropyrimidine-5-carboxylate), [Li+].[OH-] (LiOH), Cl (HCl), O (water). Solvent: C1CCOC1 (THF). Reaction conditions: time 20 hour. Yields the product C(C)(C)(C)OC(=O)N1CCC(CC1)CNC1=NC(=NC=C1C(=O)O)Cl (4-((1-(tert-butoxycarbonyl)piperidin-4-yl)methylamino)-2-chloropyrimidine-5-carboxylic acid). Yield: 97.2%. As a reaction SMILES: [C:1]([O:5][C:6]([N:8]1[CH2:13][CH2:12][CH:11]([CH2:14][NH:15][C:16]2[C:21]([C:22]([O:24]CC)=[O:23])=[CH:20][N:19]=[C:18]([Cl:27])[N:17]=2)[CH2:10][CH2:9]1)=[O:7])([CH3:4])([CH3:3])[CH3:2].[Li+].[OH-].O.Cl>C1COCC1>[C:1]([O:5][C:6]([N:8]1[CH2:13][CH2:12][CH:11]([CH2:14][NH:15][C:16]2[C:21]([C:22]([OH:24])=[O:23])=[CH:20][N:19]=[C:18]([Cl:27])[N:17]=2)[CH2:10][CH2:9]1)=[O:7])([CH3:4])([CH3:2])[CH3:3] |f:1.2|. Procedure details: To a solution of ethyl 4-((1-(tert-butoxycarbonyl)piperidin-4-yl)methylamino)-2-chloropyrimidine-5-carboxylate (0.390 g, 0.979 mmol) in THF (5 mL), aq. 1N LiOH (1.10 mL, 1.10 mmol) was added. After being stirred for 20 h, water (10 mL) was added. The solution was acidified with 1N HCl (2 mL) to pH 1-2. The product was extracted with EtOAc. The EtOAc solution was washed with brine, dried over Na2SO4, concentrated in vacuo to give 4-((1-(tert-butoxycarbonyl)piperidin-4-yl)methylamino)-2-chloropyri... Starting materials: Cl (hydrochloric acid), NC1=NC(=NS1)/C(/C(=O)N[C@H]1[C@@H]2N(C(=C(CS2)C[N+]=2N(C(=C(C2)N(C=O)CCCN)N)C)C(=O)[O-])C1=O)=N/OC(C)(C)C(=O)O (7β-[(Z)-2-(5-amino-1,2,4-thiadiazol-3-yl)-2-(1-carboxy-1-methylethoxyimino)acetamido]-3-{3-amino-4-[N-(3-aminopropyl)-N-formylamino]-2-methyl-1-pyrazolio}methyl-3-cephem-4-carboxylate), C(O)([O-])=O.[Na+] (sodium hydrogen carbonate). The solvent is CO (methanol). Run at time 6.5 hour. Yields the product NC1=NC(=NS1)/C(/C(=O)N[C@H]1[C@@H]2N(C(=C(CS2)C[N+]=2N(C(=C(C2)NCCCN)N)C)C(=O)[O-])C1=O)=N/OC(C)(C)C(=O)O (7β-[(Z)-2-(5-amino-1,2,4-thiadiazol-3-yl)-2-(1-carboxy-1-methylethoxyimino)acetamido]-3-{3-amino-4-[(3-aminopropyl)amino]-2-methyl-1-pyrazolio}methyl-3-cephem-4-carboxylate). Isolated yield 29.1%. RXN SMILES: [NH2:1][C:2]1[S:6][N:5]=[C:4](/[C:7](=[N:38]/[O:39][C:40]([C:43]([OH:45])=[O:44])([CH3:42])[CH3:41])/[C:8]([NH:10][C@@H:11]2[C:36](=[O:37])[N:13]3[C:14]([C:33]([O-:35])=[O:34])=[C:15]([CH2:18][N+:19]4[N:20]([CH3:32])[C:21]([NH2:31])=[C:22]([N:24]([CH2:27][CH2:28][CH2:29][NH2:30])C=O)[CH:23]=4)[CH2:16][S:17][C@H:12]23)=[O:9])[N:3]=1.Cl.C(=O)([O-])O.[Na+]>CO>[NH2:1][C:2]1[S:6][N:5]=[C:4](/[C:7](=[N:38]/[O:39][C:40]([C:43]([OH:45])=[O:44])([CH3:42])[CH3:41])/[C:8]([NH:10][C@@H:11]2[C:36](=[O:37])[N:13]3[C:14]([C:33]([O-:35])=[O:34])=[C:15]([CH2:18][N+:19]4[N:20]([CH3:32])[C:21]([NH2:31])=[C:22]([NH:24][CH2:27][CH2:28][CH2:29][NH2:30])[CH:23]=4)[CH2:16][S:17][C@H:12]23)=[O:9])[N:3]=1 |f:2.3|. Procedure details: To a suspension of 7β-[(Z)-2-(5-amino-1,2,4-thiadiazol-3-yl)-2-(1-carboxy-1-methylethoxyimino)acetamido]-3-{3-amino-4-[N-(3-aminopropyl)-N-formylamino]-2-methyl-1-pyrazolio}methyl-3-cephem-4-carboxylate (140 mg) in methanol (2.6 ml) was added concentrated hydrochloric acid (0.176 ml) at room temperature, and the mixture was stirred for 6.5 hours. To the reaction mixture was added sodium hydrogen carbonate (177 mg), and the mixture was purified by preparative HPLC (ODS column, acetonitrile/phosph... Starting materials: BrC=1C=C2C(CC(OC2=CC1)C1=CC=CC=C1)=O (6-bromo-2-phenylchroman-4-one), CC(C)(C)S(=O)(=O)N (2-methyl-2-propane sulfonamide), Ti(OEt)4. Solvent: [Cl-].[Na+].O (Brine), C1CCOC1 (THF). Run at time 10 minute. Yields the product BrC=1C=C2C(CC(OC2=CC1)C1=CC=CC=C1)=NS(=O)C(C)(C)C (N-(6-bromo-2-phenylchroman-4-ylidene)-2-methylpropane-2-sulfinamide). Yield: 39.0%. Reaction SMILES: [Br:1][C:2]1[CH:3]=[C:4]2[C:9](=[CH:10][CH:11]=1)[O:8][CH:7]([C:12]1[CH:17]=[CH:16][CH:15]=[CH:14][CH:13]=1)[CH2:6][C:5]2=O.[CH3:19][C:20]([S:23]([NH2:26])(=O)=[O:24])([CH3:22])[CH3:21]>C1COCC1.[Cl-].[Na+].O>[Br:1][C:2]1[CH:3]=[C:4]2[C:9](=[CH:10][CH:11]=1)[O:8][CH:7]([C:12]1[CH:17]=[CH:16][CH:15]=[CH:14][CH:13]=1)[CH2:6][C:5]2=[N:26][S:23]([C:20]([CH3:22])([CH3:21])[CH3:19])=[O:24] |f:3.4.5|. Reported procedure: To a solution of 6-bromo-2-phenylchroman-4-one (2.010 g, 6.63 mmol) and 2-methyl-2-propane sulfonamide (804 mg, 6.63 mmol) in anhydrous THF (22 mL) is added Ti(OEt)4 (3.025 g, 2.80 mL, 13.22 mmol). The resulting mixture is heated to reflux for 20 h. Brine (10 mL) is added after the mixture is cooled to rt, and stirred vigorously for 10 min. The mixture is filtered through a pad of Celite, and washed with ethyl acetate (50 mL). The filtrate is washed with brine, dried over anhydrous Na2SO4, filte... Starting materials: FC1=C(C=CC(=C1)N)N1N=C(N(C1=O)C(F)F)C (1-(2-fluoro-4-aminophenyl)-4-difluoromethyl-4,5-dihydro-3-methyl-1,2,4-triazol-5(1H)-one), N(=O)[O-].[Na+] (sodium nitrite). The reagents and catalysts are O.O.O.O.O.S(=O)(=O)([O-])[O-].[Cu+2] (copper (II) sulfate pentahydrate), O.O.O.O.O.O.O.S(=O)(=O)([O-])[O-].[Fe+2] (iron (II) sulfate heptahydrate). Solvent: O (water), xylenes, S(O)(O)(=O)=O (sulfuric acid), O (water), S(O)(O)(=O)=O (sulfuric acid). Yields the product FC1=C(C=CC(=C1)O)N1N=C(N(C1=O)C(F)F)C (1-(2-fluoro-4-hydroxyphenyl)-4-difluoromethyl-4,5-dihydro-3-methyl-1,2,4-triazol-5(1H)-one). Yield: 60.7%. As a reaction SMILES: [F:1][C:2]1[CH:7]=[C:6](N)[CH:5]=[CH:4][C:3]=1[N:9]1[C:13](=[O:14])[N:12]([CH:15]([F:17])[F:16])[C:11]([CH3:18])=[N:10]1.N([O-])=[O:20].[Na+]>S(=O)(=O)(O)O.O.O.O.O.O.O.S([O-])([O-])(=O)=O.[Cu+2].O.O.O.O.O.O.O.S([O-])([O-])(=O)=O.[Fe+2]>[F:1][C:2]1[CH:7]=[C:6]([OH:20])[CH:5]=[CH:4][C:3]=1[N:9]1[C:13](=[O:14])[N:12]([CH:15]([F:17])[F:16])[C:11]([CH3:18])=[N:10]1 |f:1.2,5.6.7.8.9.10.11,12.13.14.15.16.17.18.19.20|. Procedure: A solution of 20.0 g (0.0774 mole) of 1-(2-fluoro-4-aminophenyl)-4-difluoromethyl-4,5-dihydro-3-methyl-1,2,4-triazol-5(1H)-one in 100 mL of concentrated sulfuric acid was cooled to 15°-20° C. A solution of 5.3 g (0.0774 mole) of sodium nitrite in 20 mL of water was added slowly to the sulfuric acid solution while the temperature was maintained between 15° C. and 20° C. The dark orange solution was stirred for an hour at this temperature. The solution was then added rapidly to a solution of 250 g... Starting materials: COC1=CC=C(CN2N=CC3=C2N=CC=2CC(CCC32)NC(=O)NC3=CC=CC=C3)C=C1 (1-[3-(4-methoxy-benzyl)-6,7,8,9-tetrahydro-3H-pyrazolo[3,4-c]isoquinolin-7-yl]-3-phenyl-urea), FC(C(=O)O)(F)F (trifluoroacetic acid). Solvent: C1(=CC=CC=C1)C (toluene). Run at temperature 65 celsius. Yields the product C1(=CC=CC=C1)NC(=O)NC1CCC=2C3=C(N=CC2C1)NN=C3 (1-phenyl-3-(6,7,8,9-tetrahydro-3H-pyrazolo[3,4-c]isoquinolin-7-yl)urea). The yield is 45.0%. RXN SMILES: COC1C=CC(C[N:8]2[C:12]3[N:13]=[CH:14][C:15]4[CH2:16][CH:17]([NH:21][C:22]([NH:24][C:25]5[CH:30]=[CH:29][CH:28]=[CH:27][CH:26]=5)=[O:23])[CH2:18][CH2:19][C:20]=4[C:11]=3[CH:10]=[N:9]2)=CC=1.FC(F)(F)C(O)=O>C1(C)C=CC=CC=1>[C:25]1([NH:24][C:22]([NH:21][CH:17]2[CH2:16][C:15]3[CH:14]=[N:13][C:12]4[NH:8][N:9]=[CH:10][C:11]=4[C:20]=3[CH2:19][CH2:18]2)=[O:23])[CH:26]=[CH:27][CH:28]=[CH:29][CH:30]=1. Reported procedure: To 1-[3-(4-methoxy-benzyl)-6,7,8,9-tetrahydro-3H-pyrazolo[3,4-c]isoquinolin-7-yl]-3-phenyl-urea (0.093 g, 0.217 mmol) was added trifluoroacetic acid (1 mL). The reaction mixture was heated at 65° C. for 16 hours. On completion of the reaction, toluene (2 mL) was added and the solvent removed under reduced pressure. The crude product was purified using reverse phase HPLC to give the desired product, 1-phenyl-3-(6,7,8,9-tetrahydro-3H-pyrazolo[3,4-c]isoquinolin-7-yl)urea as an off-white solid (0.03...